From a dataset of the Open Reaction Database (ORD), a public repository of structured organic reaction records. describe an organic reaction: reactants, conditions, products, and yield Starting materials: O=[N+]([O-])c1ccccc1Cl, [I-], [K+], [Na+], [Na+], O=C([O-])[O-], O, OC1CCCCC1, NC1CCN(Cc2ccccc2)CC1. The product is O=[N+]([O-])c1ccccc1NC1CCN(Cc2ccccc2)CC1. RXN SMILES: [Cl:15][c:16]1[c:17]([N+:22](=[O:23])[O-:24])[cH:18][cH:19][cH:20][cH:21]1.[I-:32].[K+:31].[Na+:25].[Na+:26].[O-:27][C:28](=[O:29])[O-:30].[OH2:40].[OH:33][CH:34]1[CH2:35][CH2:36][CH2:37][CH2:38][CH2:39]1.[c:1]1([CH2:7][N:8]2[CH2:9][CH2:10][CH:11]([NH2:14])[CH2:12][CH2:13]2)[cH:2][cH:3][cH:4][cH:5][cH:6]1>>[c:1]1([CH2:7][N:8]2[CH2:9][CH2:10][CH:11]([NH:14][c:16]3[c:17]([N+:22](=[O:23])[O-:24])[cH:18][cH:19][cH:20][cH:21]3)[CH2:12][CH2:13]2)[cH:2][cH:3][cH:4][cH:5][cH:6]1. Procedure: Amorphous poly (2-methyl-2 -ethyl-1,3-propylene sebacate) was prepared by reacting sebacic acid and a 10 mole % excess of 2-methyl-2-ethyl-1,3-propylene glycol in the presence of 0.5 weight % p-toluenesulfonic acid in the same manner as in Example 1. On cooling to room temperature after the polymerization, the poly (MEPS) remained as a clear, tacky fluid. Analysis indicates it has an acid number of 2.40, an hydroxyl number of 19.4, an Mn of 5150 g/mole, an MWD of 1.87 by GPC in chloroform, and a... Product: C1(CCCCCCCCC(=O)OCC(CO1)(CC)C)=O (2-methyl-2 -ethyl-1,3-propylene sebacate). RXN SMILES: [C:1]([OH:14])(=[O:13])[CH2:2][CH2:3][CH2:4][CH2:5][CH2:6][CH2:7][CH2:8][CH2:9][C:10]([OH:12])=[O:11].[CH3:15][C:16]([CH2:21][CH3:22])([CH2:19]O)[CH2:17]O.C1(C)C=CC(S(O)(=O)=O)=CC=1>C(Cl)(Cl)Cl>[C:1]1(=[O:14])[O:13][CH2:17][C:16]([CH3:19])([CH2:21][CH3:22])[CH2:15][O:12][C:10](=[O:11])[CH2:9][CH2:8][CH2:7][CH2:6][CH2:5][CH2:4][CH2:3][CH2:2]1. Starting materials: 19.4, C(CCCCCCCCC(=O)O)(=O)O (sebacic acid), hydroxyl, CC(CO)(CO)CC (2-methyl-2-ethyl-1,3-propylene glycol), C1(=CC=C(C=C1)S(=O)(=O)O)C (p-toluenesulfonic acid), Mn. Solvent: C(Cl)(Cl)Cl (chloroform). Reactants: OC1CN(CCC1C1=CC=C(C=C1)C)C(=O)OC(C)(C)C (tert-butyl (3RS,4RS)-3-hydroxy-4-(p-tolyl)-piperidine-1-carboxylate), BrCC1=CC2=CC=CC=C2C=C1 (2-bromomethylnaphthalene). Yields the product C1=C(C=CC2=CC=CC=C12)COC1CN(CCC1C1=CC=C(C=C1)C)C(=O)OC(C)(C)C (tert-butyl (3RS,4RS)-3-(naphthalen-2-ylmethoxy)-4-p-tolyl-piperidine-1-carboxylate). Reaction SMILES: [OH:1][CH:2]1[CH:7]([C:8]2[CH:13]=[CH:12][C:11]([CH3:14])=[CH:10][CH:9]=2)[CH2:6][CH2:5][N:4]([C:15]([O:17][C:18]([CH3:21])([CH3:20])[CH3:19])=[O:16])[CH2:3]1.Br[CH2:23][C:24]1[CH:33]=[CH:32][C:31]2[C:26](=[CH:27][CH:28]=[CH:29][CH:30]=2)[CH:25]=1>>[CH:25]1[C:26]2[C:31](=[CH:30][CH:29]=[CH:28][CH:27]=2)[CH:32]=[CH:33][C:24]=1[CH2:23][O:1][CH:2]1[CH:7]([C:8]2[CH:13]=[CH:12][C:11]([CH3:14])=[CH:10][CH:9]=2)[CH2:6][CH2:5][N:4]([C:15]([O:17][C:18]([CH3:21])([CH3:20])[CH3:19])=[O:16])[CH2:3]1. Procedure details: By alkylating tert-butyl (3RS,4RS)-3-hydroxy-4-(p-tolyl)-piperidine-1-carboxylate with 2-bromomethylnaphthalene there was obtained tert-butyl (3RS,4RS)-3-(naphthalen-2-ylmethoxy)-4-p-tolyl-piperidine-1-carboxylate as a colourless oil; MS: 431 (M)+. The reactants are C1(=CC=CC=C1)CCCN (3-phenylpropylamine), O([Si](C1=CC=CC=C1)(C1=CC=CC=C1)C(C)(C)C)CC1=CC(=C(C=C1)CO)CO ([4-(tert-butyldiphenylsiloxymethyl)-2-hydroxymethylphenyl]methanol), C(C)(C)N(C(C)C)CC (N,N-diisopropylethylamine), CS(=O)(=O)Cl (methanesulfonyl chloride). Run in C(C)#N (acetonitrile), C(C)#N (acetonitrile). Conditions: temperature 0 celsius, time 0.5 hour. The product is O([Si](C1=CC=CC=C1)(C1=CC=CC=C1)C(C)(C)C)CC=1C=C2CN(CC2=CC1)CCCC1=CC=CC=C1 (5-(tert-butyldiphenylsiloxymethyl)-2-(3-phenylpropan-1-yl)-2,3-dihydro-1H-isoindole). Reaction SMILES: [O:1]([CH2:19][C:20]1[CH:25]=[CH:24][C:23]([CH2:26]O)=[C:22]([CH2:28]O)[CH:21]=1)[Si:2]([C:15]([CH3:18])([CH3:17])[CH3:16])([C:9]1[CH:14]=[CH:13][CH:12]=[CH:11][CH:10]=1)[C:3]1[CH:8]=[CH:7][CH:6]=[CH:5][CH:4]=1.C(N(CC)C(C)C)(C)C.CS(Cl)(=O)=O.[C:44]1([CH2:50][CH2:51][CH2:52][NH2:53])[CH:49]=[CH:48][CH:47]=[CH:46][CH:45]=1>C(#N)C>[O:1]([CH2:19][C:20]1[CH:21]=[C:22]2[C:23](=[CH:24][CH:25]=1)[CH2:26][N:53]([CH2:52][CH2:51][CH2:50][C:44]1[CH:49]=[CH:48][CH:47]=[CH:46][CH:45]=1)[CH2:28]2)[Si:2]([C:15]([CH3:18])([CH3:16])[CH3:17])([C:9]1[CH:14]=[CH:13][CH:12]=[CH:11][CH:10]=1)[C:3]1[CH:4]=[CH:5][CH:6]=[CH:7][CH:8]=1. Procedure details: To a solution of 5.867 g (14.429 mM) of [4-(tert-butyldiphenylsiloxymethyl)-2-hydroxymethylphenyl]methanol and 12.6 ml (72.1 mM) of N,N-diisopropylethylamine in 100 ml of acetonitrile was added a solution of 3.47 g (30.3 mM) of methanesulfonyl chloride in 10 ml of acetonitrile dropwise with ice-cooling and the mixture was stirred at 0° C. for 0.5 hour. To this reaction mixture was added 2.15 g (15.9 mM) of 3-phenylpropylamine and the mixture was stirred at 80° C. overnight. The solvent was then ... Reactants: ClC=1C=C(C=CC1NCCCBr)CC(=O)OC (Methyl 3-chloro-4-(3-bromopropylamino)phenylacetate), FC(C1=NOC2=C1C=CC(=C2CCC)O)(F)F (3-trifluoromethyl-7-propyl-6-hydroxybenz-[4,5]-isoxazole). Product: ClC=1C=C(C=CC1NCCCOC=1C=CC=2C(=NOC2C1CCC)C(F)(F)F)CC(=O)OC (Methyl 3-chloro-4-(3-(3-trifluoromethyl-7-propyl-6-benz-[4,5]-isoxazoloxy)propylamino)phenylacetate). As a reaction SMILES: [Cl:1][C:2]1[CH:3]=[C:4]([CH2:13][C:14]([O:16][CH3:17])=[O:15])[CH:5]=[CH:6][C:7]=1[NH:8][CH2:9][CH2:10][CH2:11]Br.[F:18][C:19]([F:34])([F:33])[C:20]1[C:24]2[CH:25]=[CH:26][C:27]([OH:32])=[C:28]([CH2:29][CH2:30][CH3:31])[C:23]=2[O:22][N:21]=1>>[Cl:1][C:2]1[CH:3]=[C:4]([CH2:13][C:14]([O:16][CH3:17])=[O:15])[CH:5]=[CH:6][C:7]=1[NH:8][CH2:9][CH2:10][CH2:11][O:32][C:27]1[CH:26]=[CH:25][C:24]2[C:20]([C:19]([F:34])([F:33])[F:18])=[N:21][O:22][C:23]=2[C:28]=1[CH2:29][CH2:30][CH3:31]. Procedure: Using the method in example 17 step D substituting Methyl 3-chloro-4-(3-bromopropylamino)phenylacetate and 3-trifluoromethyl-7-propyl-6-hydroxybenz-[4,5]-isoxazole as the starting materials, the titled compound was obtained. Starting materials: CCOC(C)=O, CCOC(=O)N(N)C(=O)OCC, CCOC(=O)N=NC(=O)OCC, OCCN1CCOCC1, COC(=O)c1ccc(OC)c(O)c1, c1ccc(P(c2ccccc2)c2ccccc2)cc1. The product is COC(=O)c1ccc(OC)c(OCCN2CCOCC2)c1. Reaction SMILES: [CH3:66][CH2:67][O:68][C:69](=[O:70])[CH3:71].[N:54]([C:55]([O:56][CH2:57][CH3:58])=[O:59])([C:60]([O:61][CH2:62][CH3:63])=[O:64])[NH2:65].[O:42]=[C:43]([O:44][CH2:45][CH3:46])[N:47]=[N:48][C:49]([O:50][CH2:51][CH3:52])=[O:53].[OH:14][CH2:15][CH2:16][N:17]1[CH2:18][CH2:19][O:20][CH2:21][CH2:22]1.[OH:1][c:2]1[cH:3][c:4]([C:5](=[O:6])[O:7][CH3:8])[cH:9][cH:10][c:11]1[O:12][CH3:13].[c:23]1([P:24]([c:25]2[cH:26][cH:27][cH:28][cH:29][cH:30]2)[c:31]2[cH:32][cH:33][cH:34][cH:35][cH:36]2)[cH:37][cH:38][cH:39][cH:40][cH:41]1>>[O:1]([c:2]1[cH:3][c:4]([C:5](=[O:6])[O:7][CH3:8])[cH:9][cH:10][c:11]1[O:12][CH3:13])[CH2:15][CH2:16][N:17]1[CH2:18][CH2:19][O:20][CH2:21][CH2:22]1. Starting materials: Cc1cc2c(cc1NC(=O)OC(C)(C)C)CN(Cc1ccccc1)C(=O)C(NC(=O)N1CCC(N3Cc4ccccc4NC3=O)CC1)C2, Cc1c(NC(=O)OC(C)(C)C)ccc2c1CN(Cc1ccccc1)C(=O)C(N)C2. The product is Cc1c(NC(=O)OC(C)(C)C)ccc2c1CN(Cc1ccccc1)C(=O)C(NC(=O)N1CCC(N3Cc4ccccc4NC3=O)CC1)C2. Reaction SMILES: [CH2:30]([N:31]1[C:32](=[O:33])[CH:34]([NH:35][C:46](=[O:47])[N:48]2[CH2:49][CH2:50][CH:51]([N:54]3[C:55](=[O:64])[NH:56][c:57]4[cH:58][cH:59][cH:60][cH:61][c:62]4[CH2:63]3)[CH2:52][CH2:53]2)[CH2:36][c:37]2[cH:38][c:39]([CH3:40])[c:41]([NH:42][C:43](=[O:44])[O:45][C:65]([CH3:66])([CH3:67])[CH3:68])[cH:69][c:70]2[CH2:71]1)[c:72]1[cH:73][cH:74][cH:75][cH:76][cH:77]1.[NH2:1][CH:2]1[CH2:3][c:4]2[c:5]([c:17]([CH3:29])[c:18]([NH:21][C:22]([O:23][C:24]([CH3:25])([CH3:26])[CH3:27])=[O:28])[cH:19][cH:20]2)[CH2:6][N:7]([CH2:10][c:11]2[cH:12][cH:13][cH:14][cH:15][cH:16]2)[C:8]1=[O:9]>>[NH:1]([CH:2]1[CH2:3][c:4]2[c:5]([c:17]([CH3:29])[c:18]([NH:21][C:22]([O:23][C:24]([CH3:25])([CH3:26])[CH3:27])=[O:28])[cH:19][cH:20]2)[CH2:6][N:7]([CH2:10][c:11]2[cH:12][cH:13][cH:14][cH:15][cH:16]2)[C:8]1=[O:9])[C:46](=[O:47])[N:48]1[CH2:49][CH2:50][CH:51]([N:54]2[C:55](=[O:64])[NH:56][c:57]3[cH:58][cH:59][cH:60][cH:61][c:62]3[CH2:63]2)[CH2:52][CH2:53]1. The reactants are O (water), C1(CC1)C1=NNC(=C1)N (3-cyclopropyl-5-amino-1H-pyrazole), C(C)O (ethanol), ClC1=C(CN=C=O)C=CC(=C1)Cl (2,4-dichlorobenzyl isocyanate). Run in C(O)([O-])=O.[Na+] (sodium hydrogen carbonate). Run at time 4 hour. Yields the product C1(CC1)C1=NNC(=C1)NC(=O)NCC1=C(C=C(C=C1)Cl)Cl (N-(3-cyclopropyl-1H-pyrazol-5-yl)-N′-(2,4-dichlorobenzyl)urea). Yield: 56.7%. As a reaction SMILES: [CH:1]1([C:4]2[CH:8]=[C:7]([NH2:9])[NH:6][N:5]=2)[CH2:3][CH2:2]1.C(O)C.[Cl:13][C:14]1[CH:23]=[C:22]([Cl:24])[CH:21]=[CH:20][C:15]=1[CH2:16][N:17]=[C:18]=[O:19].O>C(=O)([O-])O.[Na+]>[CH:1]1([C:4]2[CH:8]=[C:7]([NH:9][C:18]([NH:17][CH2:16][C:15]3[CH:20]=[CH:21][C:22]([Cl:24])=[CH:23][C:14]=3[Cl:13])=[O:19])[NH:6][N:5]=2)[CH2:3][CH2:2]1 |f:4.5|. Reported procedure: 1 g (8.13 mmol) of 3-cyclopropyl-5-amino-1H-pyrazole are dissolved in 10 ml of ethanol containing 1.37 g (16.26 mmol) of sodium hydrogen carbonate and 3.27 g (16.26 mmol) of 2,4-dichlorobenzyl isocyanate. After 3 hours at room temperature 50 ml of water were added and the solid was filtered. The filtrate was evaporated to dryness and then redissolved with 10 ml of methanol. 8.2 ml of 1M sodium hydrate were added and the mixture stirred 4 h at room temperature. Methanol is evaporated and the resi... Starting materials: [Li]C(C)(C)C (t-BuLi), C1=CC=C2C(=C1)C(=O)NC(=O)N2 (benzoyleneurea), C(=O)=O (CO2). The solvent is CCOC(=O)C (EtOAc), C1CCOC1 (THF). Reaction conditions: temperature -78 celsius, time 10 minute. The product is C=1C=CC2=C(C1)C(=O)NC=N2 (Quinazolinone). Yield: 136.8%. Reaction SMILES: [CH:1]1[CH:6]=[C:5]2[C:7]([NH:9][C:10]([NH:12][C:4]2=[CH:3][CH:2]=1)=O)=[O:8].[Li]C(C)(C)C.C(=O)=O>C1COCC1.CCOC(C)=O>[CH:1]1[CH:2]=[CH:3][C:4]2[N:12]=[CH:10][NH:9][C:7](=[O:8])[C:5]=2[CH:6]=1. Reported procedure: The quinazoline 1 (1.5 g, 3.0 mmol) was dissolved in THF (150 mL). After cooling to −78° C., t-BuLi (1.7 M in heptane, 1.76 mL) was added dropwise. After stirring for 10 min at −78° C., CO2 (crushed) was added to the solution, then warmed up to RT and stirred for 30 min. Quenched the reaction with H2O (100 mL), diluted with EtOAc (100 mL), The organic layer was dried, concentrated, purified by flash chromatography (1%-10% MeOH/DCM) to obtain 2 (600 mg, 43% yield). As a reaction SMILES: [C:15]([CH:16]=[CH:17][c:18]1[cH:19][cH:20][cH:21][cH:22][cH:23]1)(=[O:24])[Cl:25].[C:1]([CH3:2])([CH3:3])([CH3:4])[c:5]1[c:6]([NH2:14])[n:7][n:8]2[c:9]1[n:10][cH:11][cH:12][cH:13]2>>[C:1]([CH3:2])([CH3:3])([CH3:4])[c:5]1[c:6]([NH:14][C:15]([CH:16]=[CH:17][c:18]2[cH:19][cH:20][cH:21][cH:22][cH:23]2)=[O:24])[n:7][n:8]2[c:9]1[n:10][cH:11][cH:12][cH:13]2. Product: CC(C)(C)c1c(NC(=O)C=Cc2ccccc2)nn2cccnc12. The reactants are O=C(Cl)C=Cc1ccccc1, CC(C)(C)c1c(N)nn2cccnc12.